This data is from the Open Reaction Database (ORD), a public repository of structured organic reaction records. The task is: describe an organic reaction: reactants, conditions, products, and yield Procedure details: Reaction of piperidine (Aldrich, 8.4 g, 100 mmol) with acrylonitrile (7.96 g, 150 mmol) in ethanol (25 mL), reduction of the resulting piperidinopropionitrile with lithium aluminum hydride (5 g, 125 mmol) in tetrahydrofuran (150 mL), work-up and distillation under reduced pressure as described for Example 3 gave the title compound. Yield: 3 g (21%); bp. 65°-66° (6 Torr); [lit. bp. 110°-115° C. (31 Torr), J. Corse et al., J. Amer. Chem. Soc., 68, 1911 (1946)]. RXN SMILES: [NH:1]1[CH2:6][CH2:5][CH2:4][CH2:3][CH2:2]1.[C:7](#[N:10])[CH:8]=[CH2:9].N1(C(C)C#N)CCCCC1.[H-].[Al+3].[Li+].[H-].[H-].[H-]>C(O)C.O1CCCC1>[NH2:10][CH2:7][CH2:8][CH2:9][N:1]1[CH2:6][CH2:5][CH2:4][CH2:3][CH2:2]1 |f:3.4.5.6.7.8|. Run in C(C)O (ethanol), O1CCCC1 (tetrahydrofuran). Yields the product NCCCN1CCCCC1 (N-(3-Aminopropyl)piperidine). Reactants: N1CCCCC1 (piperidine), C(C=C)#N (acrylonitrile), N1(CCCCC1)C(C#N)C (piperidinopropionitrile), [H-].[Al+3].[Li+].[H-].[H-].[H-] (lithium aluminum hydride).